From a dataset of the Open Reaction Database (ORD), a public repository of structured organic reaction records. describe an organic reaction: reactants, conditions, products, and yield Starting materials: C(#N)C1=CC(=NC=C1)OC (4-cyano-2-methoxypyridine). The reagents and catalysts are [Pd] (Pd/C). The solvent is C(C)O (ethanol). Yields the product NCC1=CC(=NC=C1)OC (4-aminomethyl-2-methoxypyridine). RXN SMILES: [C:1]([C:3]1[CH:8]=[CH:7][N:6]=[C:5]([O:9][CH3:10])[CH:4]=1)#[N:2]>C(O)C.[Pd]>[NH2:2][CH2:1][C:3]1[CH:8]=[CH:7][N:6]=[C:5]([O:9][CH3:10])[CH:4]=1. Procedure: A solution of 4-cyano-2-methoxypyridine (0.55 g, 4.1 mmol) in ethanol was hydrogenated at 60 psi H2 in the presence of 10% Pd/C (100 mg). After 3.5 h the catalyst was removed by filtration through Super-Gel and the liltrate evaporated to give the title compound as a foam.